The task is: describe an organic reaction: reactants, conditions, products, and yield. This data is from the Open Reaction Database (ORD), a public repository of structured organic reaction records. The reactants are CN(C)C=O, ClC(Cl)Cl, O=C(O)c1ccc2c(=O)c3ccccc3ccc2c1, O=S(Cl)Cl. The product is O=C(Cl)c1ccc2c(=O)c3ccccc3ccc2c1. Reaction SMILES: [CH3:28][N:29]([CH3:30])[CH:31]=[O:32].[CH:20]([Cl:21])([Cl:22])[Cl:23].[O:1]=[c:2]1[c:3]2[c:4]([cH:5][cH:6][c:7]3[c:8]1[cH:9][cH:10][c:11]([C:13](=[O:14])[OH:15])[cH:12]3)[cH:16][cH:17][cH:18][cH:19]2.[S:24]([Cl:25])([Cl:26])=[O:27]>>[O:1]=[c:2]1[c:3]2[c:4]([cH:5][cH:6][c:7]3[c:8]1[cH:9][cH:10][c:11]([C:13](=[O:14])[Cl:21])[cH:12]3)[cH:16][cH:17][cH:18][cH:19]2. Starting materials: Cl.O=C1CCC=2C=C(C=NC2N1)/C=C/C(=O)O ((E)-3-(7-oxo-5,6,7,8-tetrahydro-1,8-naphthyridin-3-yl)acrylic acid hydrochloride salt), CC=1NC2=CC=CC=C2C1CNC (2-methyl-3-(methylaminomethyl)indole), 2-oxo[2,3-dihydro-1H-indol-5-yl)acrylic acid hydrochloride salt, CNCC=1OC2=C(C1)C=CC=C2 (2-(methylaminomethyl)benzofuran). Yields the product O1C(=CC2=C1C=CC=C2)CN(C(\C=C\C=2C=NC=1NC(CCC1C2)=O)=O)C ((E)-N-(benzofuran-2-ylmethyl)-N-methyl-3-(7-oxo-5,6,7,8-tetrahydro-1,8-naphthyridin-3-yl)acrylamide). Yield: 87.8%. RXN SMILES: Cl.[O:2]=[C:3]1[NH:12][C:11]2[N:10]=[CH:9][C:8](/[CH:13]=[CH:14]/[C:15]([OH:17])=O)=[CH:7][C:6]=2[CH2:5][CH2:4]1.[CH3:18][NH:19][CH2:20][C:21]1[O:22][C:23]2[CH:29]=[CH:28][CH:27]=[CH:26][C:24]=2[CH:25]=1.CC1NC2C(C=1CNC)=CC=CC=2>>[O:22]1[C:23]2[CH:29]=[CH:28][CH:27]=[CH:26][C:24]=2[CH:25]=[C:21]1[CH2:20][N:19]([CH3:18])[C:15](=[O:17])/[CH:14]=[CH:13]/[C:8]1[CH:9]=[N:10][C:11]2[NH:12][C:3](=[O:2])[CH2:4][CH2:5][C:6]=2[CH:7]=1 |f:0.1|. Procedure: According to the procedure of Example 4, except substituting (E)-3-(7-oxo-5,6,7,8-tetrahydro-1,8-naphthyridin-3-yl)acrylic acid hydrochloride salt (1.60 g, 6.3 mmole) for the (E)-3-(2-oxo[2,3-dihydro-1H-indol-5-yl)acrylic acid hydrochloride salt, and substituting 2-(methylaminomethyl)benzofuran (1.20 g, 6.9 mmole) for the 2-methyl-3-(methylaminomethyl)indole, the title compound (2.0 g, 90%) was prepared as a tan solid: MS (ES) m/e 363 (M+H)+. The reactants are COc1ccc(Cn2cnc3c(-c4cccnc4Oc4c(C)ccc5c(Nc6ccc(Cl)cc6)nccc45)ncnc32)cc1, O=C(O)C(F)(F)F. Product: Cc1ccc2c(Nc3ccc(Cl)cc3)nccc2c1Oc1ncccc1-c1ncnc2[nH]cnc12. Reaction SMILES: [CH3:1][O:2][c:3]1[cH:4][cH:5][c:6]([CH2:7][n:8]2[c:9]3[n:10][cH:11][n:12][c:13](-[c:17]4[c:18]([O:23][c:24]5[c:25]6[cH:26][cH:27][n:28][c:29]([NH:35][c:36]7[cH:37][cH:38][c:39]([Cl:42])[cH:40][cH:41]7)[c:30]6[cH:31][cH:32][c:33]5[CH3:34])[n:19][cH:20][cH:21][cH:22]4)[c:14]3[n:15][cH:16]2)[cH:43][cH:44]1.[F:45][C:46]([F:47])([F:48])[C:49]([OH:50])=[O:51]>>[nH:8]1[c:9]2[n:10][cH:11][n:12][c:13](-[c:17]3[c:18]([O:23][c:24]4[c:25]5[cH:26][cH:27][n:28][c:29]([NH:35][c:36]6[cH:37][cH:38][c:39]([Cl:42])[cH:40][cH:41]6)[c:30]5[cH:31][cH:32][c:33]4[CH3:34])[n:19][cH:20][cH:21][cH:22]3)[c:14]2[n:15][cH:16]1. Reactants: CS(=O)(=O)c1ccc(-n2nc(C#N)c(OC3CCNCC3)cc2=O)cc1, CCOC(C)=O, CN1CCCC1=O, CCN(C(C)C)C(C)C, Clc1cnc(I)nc1, Cl. Product: CS(=O)(=O)c1ccc(-n2nc(C#N)c(OC3CCN(c4ncc(Cl)cn4)CC3)cc2=O)cc1. RXN SMILES: [CH3:1][S:2](=[O:3])(=[O:4])[c:5]1[cH:6][cH:7][c:8](-[n:11]2[n:12][c:13]([C:25]#[N:26])[c:14]([O:18][CH:19]3[CH2:20][CH2:21][NH:22][CH2:23][CH2:24]3)[cH:15][c:16]2=[O:17])[cH:9][cH:10]1.[CH3:45][CH2:46][O:47][C:48]([CH3:49])=[O:50].[CH3:51][N:52]1[CH2:53][CH2:54][CH2:55][C:56]1=[O:57].[CH:28]([N:29]([CH2:30][CH3:31])[CH:32]([CH3:33])[CH3:34])([CH3:35])[CH3:36].[Cl:37][c:38]1[cH:39][n:40][c:41]([I:44])[n:42][cH:43]1.[ClH:27]>>[CH3:1][S:2](=[O:3])(=[O:4])[c:5]1[cH:6][cH:7][c:8](-[n:11]2[n:12][c:13]([C:25]#[N:26])[c:14]([O:18][CH:19]3[CH2:20][CH2:21][N:22]([c:41]4[n:40][cH:39][c:38]([Cl:37])[cH:43][n:42]4)[CH2:23][CH2:24]3)[cH:15][c:16]2=[O:17])[cH:9][cH:10]1.